This data is from the Open Reaction Database (ORD), a public repository of structured organic reaction records. The task is: describe an organic reaction: reactants, conditions, products, and yield Starting materials: [N+](=O)([O-])C=1C=C2C(C(=O)N(C2=O)CC(=O)O)=CC1 (2-(4-nitrophthalimido)acetic acid), P(Cl)(Cl)(Cl)(Cl)Cl (phosphorus pentachloride). Run in C1(=CC=CC=C1)C (toluene). Product: [N+](=O)([O-])C=1C=C2C(C(=O)N(C2=O)CC(=O)Cl)=CC1 (2-(4-Nitrophthalimido)acetyl chloride). The yield is 99.0%. As a reaction SMILES: [N+:1]([C:4]1[CH:5]=[C:6]2[C:11](=[O:12])[N:10]([CH2:13][C:14](O)=[O:15])[C:8](=[O:9])[C:7]2=[CH:17][CH:18]=1)([O-:3])=[O:2].P(Cl)(Cl)(Cl)(Cl)[Cl:20]>C1(C)C=CC=CC=1>[N+:1]([C:4]1[CH:5]=[C:6]2[C:11](=[O:12])[N:10]([CH2:13][C:14]([Cl:20])=[O:15])[C:8](=[O:9])[C:7]2=[CH:17][CH:18]=1)([O-:3])=[O:2]. Procedure details: To a suspension of 2-(4-nitrophthalimido)acetic acid (58.6 g) in toluene (250 ml) was added phosphorus pentachloride (48.8 g) and the mixture was refluxed for 3 hours. After completion of the reaction, the solvent was removed under reduced pressure. By addition of hexane to the residue, the title compound (62.3 g) was obtained as light yellow sharp-pointed needles. The reactants are C(C)OC(=O)C=1C(=NN(C1C)C1=C(C=CC=C1)[N+](=O)[O-])C (3,5-dimethyl-1-(2-nitrophenyl)-1H-pyrazole-4-carboxylic acid ethyl ester), C(C)O (ethanol), [H][H] (hydrogen). Reagents/catalysts: [Pd] (Pd/C). Run in C(C)(=O)OCC (ethyl acetate). Product: C(C)OC(=O)C=1C(=NN(C1C)C1=C(C=CC=C1)N)C (3,5-dimethyl-1-(2-aminophenyl)-1H-Pyrazole-4-carboxylic acid ethyl ester). Reaction SMILES: [CH2:1]([O:3][C:4]([C:6]1[C:7]([CH3:21])=[N:8][N:9]([C:12]2[CH:17]=[CH:16][CH:15]=[CH:14][C:13]=2[N+:18]([O-])=O)[C:10]=1[CH3:11])=[O:5])[CH3:2].C(O)C.[H][H]>[Pd].C(OCC)(=O)C>[CH2:1]([O:3][C:4]([C:6]1[C:7]([CH3:21])=[N:8][N:9]([C:12]2[CH:17]=[CH:16][CH:15]=[CH:14][C:13]=2[NH2:18])[C:10]=1[CH3:11])=[O:5])[CH3:2]. Procedure details: To a solution of 3,5-dimethyl-1-(2-nitrophenyl)-1H-pyrazole-4-carboxylic acid ethyl ester (0.4 g) in a solution of equal proportions of ethanol and ethyl acetate was added 5% Pd/C (37 mg). The solution was treated with hydrogen gas at 45 psi. Upon completion of the reaction, the mixture was filtered through Celite, then the filtrate concentrated under vacuum. The named product was collected as an oil, which then was purified by flash chromatography to provide a solid product having a melting poi... The reactants are ClC1=C(C=2N(N=C1)C(NN2)=O)C2=CC=C(C=C2)Cl (7-chloro-8-(4-chlorophenyl)-[1,2,4]triazolo[4,3-b]pyridazin-3(2H)-one), BrCC=1C=CC(=NC1)C(F)(F)F (5-(bromomethyl)-2-(trifluoromethyl)pyridine). Product: ClC1=C(C=2N(N=C1)C(N(N2)CC=2C=NC(=CC2)C(F)(F)F)=O)C2=CC=C(C=C2)Cl (7-chloro-8-(4-chlorophenyl)-2-(6-(trifluoromethyl)pyridin-3-yl)methyl-[1,2,4]triazolo[4,3-b]pyridazin-3 (2H)-one). RXN SMILES: [Cl:1][C:2]1[CH:7]=[N:6][N:5]2[C:8](=[O:11])[NH:9][N:10]=[C:4]2[C:3]=1[C:12]1[CH:17]=[CH:16][C:15]([Cl:18])=[CH:14][CH:13]=1.Br[CH2:20][C:21]1[CH:22]=[CH:23][C:24]([C:27]([F:30])([F:29])[F:28])=[N:25][CH:26]=1>>[Cl:1][C:2]1[CH:7]=[N:6][N:5]2[C:8](=[O:11])[N:9]([CH2:20][C:21]3[CH:26]=[N:25][C:24]([C:27]([F:30])([F:28])[F:29])=[CH:23][CH:22]=3)[N:10]=[C:4]2[C:3]=1[C:12]1[CH:17]=[CH:16][C:15]([Cl:18])=[CH:14][CH:13]=1. Procedure details: Using the procedure described in Example 274, 7-chloro-8-(4-chlorophenyl)-[1,2,4]triazolo[4,3-b]pyridazin-3(2H)-one prepared as described in Example 273 was reacted with 5-(bromomethyl)-2-(trifluoromethyl)pyridine to give the title compound, 7-chloro-8-(4-chlorophenyl)-2-(6-(trifluoromethyl)pyridin-3-yl)methyl-[1,2,4]triazolo[4,3-b]pyridazin-3 (2H)-one.